This data is from the Open Reaction Database (ORD), a public repository of structured organic reaction records. The task is: describe an organic reaction: reactants, conditions, products, and yield Reactants: aqueous solution, S1C2=C(C=C1)C=C(C=C2)CCOCCN(C=O)C(CO)C (N-[2-(2-benzo[b]thiophen-5-ylethoxy)ethyl]-N-(2-hydroxy-1-methylethyl)-formamide), Cl (hydrochloric acid), solution, ice, [OH-].[Na+] (sodium hydroxide), O (water). Run in O1CCCC1 (tetrahydrofuran), O1CCCC1 (tetrahydrofuran), C(C)(=O)OCC (ethyl acetate). Reaction conditions: time 1.5 hour. The product is S1C2=C(C=C1)C=C(C=C2)CCOCCN(C(CO)C)C (2-[[2-(2-benzo[b]thiophen-5-ylethoxy)ethyl](methyl)amino]-1-propanol). Isolated yield 48.7%. As a reaction SMILES: [S:1]1[CH:5]=[CH:4][C:3]2[CH:6]=[C:7]([CH2:10][CH2:11][O:12][CH2:13][CH2:14][N:15]([CH:18]([CH3:21])[CH2:19][OH:20])[CH:16]=O)[CH:8]=[CH:9][C:2]1=2.Cl.O.[OH-].[Na+]>O1CCCC1.C(OCC)(=O)C>[S:1]1[CH:5]=[CH:4][C:3]2[CH:6]=[C:7]([CH2:10][CH2:11][O:12][CH2:13][CH2:14][N:15]([CH3:16])[CH:18]([CH3:21])[CH2:19][OH:20])[CH:8]=[CH:9][C:2]1=2 |f:3.4|. Reported procedure: In 4.3 mL of tetrahydrofuran is dissolved 0.43 g of N-[2-(2-benzo[b]thiophen-5-ylethoxy)ethyl]-N-(2-hydroxy-1-methylethyl)-formamide. To the solution thus obtained is dropwise added at an ice-cooled temperature 5.60 mL of 1 mol/L solution of borane-tetrahydrofuran complex in tetrahydrofuran. The resulting mixture is stirred at ambient temperature for 1.5 hours. The reaction mixture is acidified with 1.9 mL of 6 mol/L hydrochloric acid and heated under reflux for one hour. After cooling the react... The reactants are C(CCCCCC)(=O)OC (methyl heptanoate), C[Si]([O-])(C)C.[Li+] (lithium trimethylsilanolate). Solvent: C1(=CC=CC=C1)C (toluene). Yields the product C(CCCCCC)(=O)[O-].[Li+] (Lithium heptanoate). Yield: 51.1%. RXN SMILES: [C:1]([O:9]C)(=[O:8])[CH2:2][CH2:3][CH2:4][CH2:5][CH2:6][CH3:7].C[Si](C)(C)[O-].[Li+:16]>C1(C)C=CC=CC=1>[C:1]([O-:9])(=[O:8])[CH2:2][CH2:3][CH2:4][CH2:5][CH2:6][CH3:7].[Li+:16] |f:1.2,4.5|. Procedure details: The procedure of Example 1 was followed using methyl heptanoate (5 mL, 30.2 mmol), lithium trimethylsilanolate (2.90 g, 30.2 mmol), dry toluene (50 mL) and 2.5 h of heating at reflux. Lithium heptanoate (2.1 g, 51% yield) was isolated as a white solid: 1H NMR (D2O) δ 0.7 (t, J=5.3 Hz, CH3, 3H), 0.9-1.7 (m, CH2, 8H), 2.1 ppm (t, --CH2CO2-Li+, J=7.2 Hz, 2H). Anal. Calcd. for C7H13LiO2 : C, 61.77; H, 9.63; Li, 5.10. Found: C, 59.84, 59.89; H, 9.47, 9.47; Li, 5.01.